Dataset: the Open Reaction Database (ORD), a public repository of structured organic reaction records. Task: describe an organic reaction: reactants, conditions, products, and yield Reactants: Cl.CNS(=O)(=O)\C=C\C=1C=C2C(=CNC2=CC1)C=1CCN(CC1)C ((E)-N-methyl-2-[3-(1,2,3,6-tetrahydro-1-methyl-4-pyridinyl)-1H-indol-5-yl]ethenesulphonamide hydrochloride), C (charcoal). Reagents/catalysts: [Pd]=O (palladium oxide). Run in CN(C)C=O (DMF), CN(C)C=O (DMF), CO (methanol). Conditions: time 24 hour. The product is Cl.CNS(=O)(=O)CCC=1C=C2C(=CNC2=CC1)C1CCN(CC1)C (N-Methyl-3-(1-methyl-4-piperidinyl)-1H-indole-5-ethanesulphonamide, hydrochloride). Reaction SMILES: [ClH:1].[CH3:2][NH:3][S:4](/[CH:7]=[CH:8]/[C:9]1[CH:10]=[C:11]2[C:15](=[CH:16][CH:17]=1)[NH:14][CH:13]=[C:12]2[C:18]1[CH2:19][CH2:20][N:21]([CH3:24])[CH2:22][CH:23]=1)(=[O:6])=[O:5].C>CN(C=O)C.CO.[Pd]=O>[ClH:1].[CH3:2][NH:3][S:4]([CH2:7][CH2:8][C:9]1[CH:10]=[C:11]2[C:15](=[CH:16][CH:17]=1)[NH:14][CH:13]=[C:12]2[CH:18]1[CH2:19][CH2:20][N:21]([CH3:24])[CH2:22][CH2:23]1)(=[O:5])=[O:6] |f:0.1,6.7|. Reported procedure: A mixture of (E)-N-methyl-2-[3-(1,2,3,6-tetrahydro-1-methyl-4-pyridinyl)-1H-indol-5-yl]ethenesulphonamide hydrochloride (500 g) and 10% palladium oxide on charcoal (50% wet paste, 700g added as three charges) in DMF (3L), water (3L) and methanol (1.5L) was hydrogenated at atmospheric pressure over 24 hr. The suspension was filtered and the filter cake washed with water (500 mL). The filtrate was concentrated to approximately 2L by distillation in vacuo. Ethyl acetate (5L) was added over 10 mins ... The reactants are CN(C1=CC=CC=C1)C (N,N-dimethylaniline), OC1=CC=C(C=C1)C1=CC=CC=C1 (4-Hydroxybiphenyl), C(=O)(Cl)Cl (phosgene), O (water). Run in C1(=CC=CC=C1)C (toluene), C1(=CC=CC=C1)C.C(C)OCC (toluene diethyl ether), C1(=CC=CC=C1)C (toluene). Conditions: time 8 hour. The product is ClC(=O)OC1=CC=C(C=C1)C1=CC=CC=C1 (Biphenyl-4-yl chloroformate). RXN SMILES: [OH:1][C:2]1[CH:7]=[CH:6][C:5]([C:8]2[CH:13]=[CH:12][CH:11]=[CH:10][CH:9]=2)=[CH:4][CH:3]=1.[C:14](Cl)([Cl:16])=[O:15].CN(C)C1C=CC=CC=1.O>C1(C)C=CC=CC=1.C(OCC)C.C1(C)C=CC=CC=1>[Cl:16][C:14]([O:1][C:2]1[CH:3]=[CH:4][C:5]([C:8]2[CH:13]=[CH:12][CH:11]=[CH:10][CH:9]=2)=[CH:6][CH:7]=1)=[O:15] |f:4.5|. Procedure details: 4-Hydroxybiphenyl (2.62 g, 15.4 mmol) in absolute toluene/diethyl ether (60/30 mL) was added dropwise in the space of 30 minutes, with ice cooling, to a solution of phosgene (1.98 g, 20 mmol) in absolute toluene (20 mL). Then, at −3° C., N,N-dimethylaniline (1.86 g, 1.95 mL, 15.4 mmol) in absolute toluene (10 mL) was added dropwise and it was stirred overnight, while slowly warming to room temperature. After cooling to 0° C. again, water (30 mL) was slowly added dropwise, then the organic phase ... The reactants are COC(=O)c1ccccc1N, CCOC(C)=O, C1CCOC1, CCCCCC, Cc1ccc(S(=O)(=O)[O-])cc1, c1cc[nH+]cc1, O=C(O)CCc1c[nH]c2ccccc12. Product: COC(=O)c1ccccc1NC(=O)CCc1c[nH]c2ccccc12. As a reaction SMILES: [C:15]([c:16]1[c:17]([NH2:18])[cH:19][cH:20][cH:21][cH:22]1)(=[O:23])[O:24][CH3:25].[C:49]([O:50][CH2:51][CH3:52])(=[O:53])[CH3:54].[CH2:55]1[O:56][CH2:57][CH2:58][CH2:59]1.[CH3:43][CH2:44][CH2:45][CH2:46][CH2:47][CH3:48].[c:26]1([CH3:27])[cH:28][cH:29][c:30]([S:31]([O-:32])(=[O:33])=[O:34])[cH:35][cH:36]1.[nH+:37]1[cH:38][cH:39][cH:40][cH:41][cH:42]1.[nH:1]1[cH:2][c:3]([CH2:10][CH2:11][C:12](=[O:13])[OH:14])[c:4]2[cH:5][cH:6][cH:7][cH:8][c:9]12>>[nH:1]1[cH:2][c:3]([CH2:10][CH2:11][C:12](=[O:14])[NH:18][c:17]2[c:16]([C:15](=[O:23])[O:24][CH3:25])[cH:22][cH:21][cH:20][cH:19]2)[c:4]2[cH:5][cH:6][cH:7][cH:8][c:9]12. Starting materials: 3,4-dehydro-4-[(4-methyl)phenyl]-L-proline, C(=O)(OCC1=CC=CC=C1)N1[C@H](C(=O)O)CC(C1)(C1=CC=C(C=C1)C)O (N-carbobenzyloxy-4-hydroxy-4-[(4-methyl)phenyl]-L-proline), C(C)(=O)CCCC(=S)Cl (4-acetylthiobutyroyl chloride), C(C)(=O)SCCCC(=O)N1[C@H](C(=O)O)CC(C1)(C1=CC=C(C=C1)C)O (1-[4-(Acetylthio)-1-oxobutyl]-4-hydroxy-4-[(4-methyl)phenyl]-L-proline). Product: C(C)(=O)SCCCC(=O)N1[C@@H](C=C(C1)C1=CC=C(C=C1)C)C(=O)O ((2S)-1-[4-(acetylthio)-1-oxobutyl]-2,5-dihydro-4-[(4-methyl)phenyl]-1H-pyrrole-2-carboxylic acid). RXN SMILES: C(N1CC(O)(C2C=CC(C)=CC=2)C[C@H]1C(O)=O)(OCC1C=CC=CC=1)=O.C(CCCC(Cl)=S)(=O)C.[C:36]([S:39][CH2:40][CH2:41][CH2:42][C:43]([N:45]1[CH2:52][C:51](O)([C:53]2[CH:58]=[CH:57][C:56]([CH3:59])=[CH:55][CH:54]=2)[CH2:50][C@H:46]1[C:47]([OH:49])=[O:48])=[O:44])(=[O:38])[CH3:37]>>[C:36]([S:39][CH2:40][CH2:41][CH2:42][C:43]([N:45]1[CH2:52][C:51]([C:53]2[CH:54]=[CH:55][C:56]([CH3:59])=[CH:57][CH:58]=2)=[CH:50][C@H:46]1[C:47]([OH:49])=[O:48])=[O:44])(=[O:38])[CH3:37]. Reported procedure: The 3,4-dehydro-4-[(4-methyl)phenyl]-L-proline from part (a) is reacted with 4-acetylthiobutyroyl chloride according to the procedure of Example 3 (b) to yield (2S)-1-[4-(acetylthio)-1-oxobutyl]-2,5-dihydro-4-[(4-methyl)phenyl]-1H-pyrrole-2-carboxylic acid. Reactants: CC(C)(C)OC(=O)Nc1ccc(C(F)(F)F)cc1NC(=O)CC(=O)c1cccc(-c2cccnc2)c1, ClCCl, O=C(O)C(F)(F)F. Product: O=C1CC(c2cccc(-c3cccnc3)c2)=Nc2ccc(C(F)(F)F)cc2N1. As a reaction SMILES: [C:1]([O:2][C:3](=[O:4])[NH:7][c:8]1[c:9]([NH:18][C:19]([CH2:20][C:21](=[O:5])[c:22]2[cH:23][c:24](-[c:28]3[cH:29][n:30][cH:31][cH:32][cH:33]3)[cH:25][cH:26][cH:27]2)=[O:35])[cH:10][c:11]([C:14]([F:15])([F:16])[F:17])[cH:12][cH:13]1)([CH3:6])([CH3:34])[CH3:36].[Cl:44][CH2:45][Cl:46].[F:37][C:38]([F:39])([F:40])[C:41]([OH:42])=[O:43]>>[N:7]1=[C:21]([c:22]2[cH:23][c:24](-[c:28]3[cH:29][n:30][cH:31][cH:32][cH:33]3)[cH:25][cH:26][cH:27]2)[CH2:20][C:19](=[O:35])[NH:18][c:9]2[c:8]1[cH:13][cH:12][c:11]([C:14]([F:15])([F:16])[F:17])[cH:10]2. Reactants: FC(F)C(F)(F)n1ccnc1, CCOC(=O)C(F)(F)F, [K], C1CCOC1, c1c[nH]cn1. Yields the product FC(F)=C(F)n1ccnc1. RXN SMILES: [F:16][C:17]([CH:18]([F:19])[F:20])([F:21])[n:22]1[cH:23][n:24][cH:25][cH:26]1.[F:7][C:8]([F:9])([F:10])[C:11]([O:12][CH2:13][CH3:14])=[O:15].[K:1].[O:27]1[CH2:28][CH2:29][CH2:30][CH2:31]1.[nH:2]1[cH:3][cH:4][n:5][cH:6]1>>[F:16][C:17](=[C:18]([F:19])[F:20])[n:22]1[cH:23][n:24][cH:25][cH:26]1. Starting materials: [BH4-], COc1cc(Br)ccc1OC(C)C, CCO, CC=O, [Na+]. The product is COc1cc(Br)ccc1OC(C)C, CCO. As a reaction SMILES: [BH4-:17].[Br:4][c:5]1[cH:6][cH:7][c:8]([O:13][CH:14]([CH3:15])[CH3:16])[c:9]([O:11][CH3:12])[cH:10]1.[CH3:19][CH2:20][OH:21].[CH:1]([CH3:2])=[O:3].[Na+:18]>>[Br:4][c:5]1[cH:6][cH:7][c:8]([O:13][CH:14]([CH3:15])[CH3:16])[c:9]([O:11][CH3:12])[cH:10]1.[CH2:1]([CH3:2])[OH:3]. The reactants are N1[C@H](C(=O)O)CCC1.C(C1=CC=CC=C1)NC([C@@H](N)[C@@H](C)CC)=O (L-proline L-isoleucine benzylamide), C([O-])([O-])=O.[Na+].[Na+] (sodium carbonate), BrCC(=O)C1=CC=C(C=C1)C1=CC=CC=C1 (2-bromo-4'-phenylacetophenone). The solvent is C(C)#N (acetonitrile). The product is C1(=CC=C(C=C1)C(CN1[C@H](C(=O)N(C([C@@H](N)[C@@H](C)CC)=O)CC2=CC=CC=C2)CCC1)=O)C1=CC=CC=C1 (L-isoleucine, N-[1-(2-(biphenyl-4-yl)-2-oxoethyl)-L-prolyl] benzylamide). Yield: 99.6%. Reaction SMILES: [NH:1]1[CH2:8][CH2:7][CH2:6][C@H:2]1[C:3]([OH:5])=O.[CH2:9]([NH:16][C:17](=[O:24])[C@H:18]([C@H:20]([CH2:22][CH3:23])[CH3:21])[NH2:19])[C:10]1[CH:15]=[CH:14][CH:13]=[CH:12][CH:11]=1.C(=O)([O-])[O-].[Na+].[Na+].Br[CH2:32][C:33]([C:35]1[CH:40]=[CH:39][C:38]([C:41]2[CH:46]=[CH:45][CH:44]=[CH:43][CH:42]=2)=[CH:37][CH:36]=1)=[O:34]>C(#N)C>[C:38]1([C:41]2[CH:42]=[CH:43][CH:44]=[CH:45][CH:46]=2)[CH:37]=[CH:36][C:35]([C:33](=[O:34])[CH2:32][N:1]2[CH2:8][CH2:7][CH2:6][C@H:2]2[C:3]([N:16]([CH2:9][C:10]2[CH:15]=[CH:14][CH:13]=[CH:12][CH:11]=2)[C:17](=[O:24])[C@H:18]([C@H:20]([CH2:22][CH3:23])[CH3:21])[NH2:19])=[O:5])=[CH:40][CH:39]=1 |f:0.1,2.3.4|. Procedure details: Using the procedure described in example 5, treatment of L-proline-L-isoleucine benzylamide (300 mg, 0.95 mmol), with sodium carbonate (200 mg, 1.89 mmol), and 2-bromo-4'-phenylacetophenone (520 mg, 1.89 mmol, 2.0 eq) in acetonitrile (10 mL), provided 484 mg (87%) of L-isoleucine, N-[1-(2-(biphenyl-4-yl)-2-oxoethyl)-L-prolyl] benzylamide as a colorless oil. Reactants: C(O)([O-])=O.[Na+] (sodium hydrogencarbonate), C=O (formalin), C(#N)[BH3-].[Na+] (sodium cyanoborohydride), NC(C(=O)OCC)C(C=1C(=NC=CC1)Cl)O[Si](C)(C)C(C)(C)C (ethyl 2-amino-3-t-butyldimethylsilyloxy-3-(2-chloropyridin-3-yl)propionate). Run in O (water), C(Cl)Cl (methylene chloride), C(C)(=O)O (acetic acid). Run at temperature 0 celsius, time 15 minute. Product: [Si](C)(C)(C(C)(C)C)OC(C(C(=O)OCC)NC)C=1C(=NC=CC1)Cl (Ethyl 3-t-butyldimethylsilyloxy-3-(2-chloropyridin-3-yl)-2-methylaminopropionate). Yield: 27.9%. As a reaction SMILES: C=O.[C:3]([BH3-])#N.[Na+].[NH2:7][CH:8]([CH:14]([O:22][Si:23]([C:26]([CH3:29])([CH3:28])[CH3:27])([CH3:25])[CH3:24])[C:15]1[C:16]([Cl:21])=[N:17][CH:18]=[CH:19][CH:20]=1)[C:9]([O:11][CH2:12][CH3:13])=[O:10].C(=O)([O-])O.[Na+]>O.C(Cl)Cl.C(O)(=O)C>[Si:23]([O:22][CH:14]([C:15]1[C:16]([Cl:21])=[N:17][CH:18]=[CH:19][CH:20]=1)[CH:8]([NH:7][CH3:3])[C:9]([O:11][CH2:12][CH3:13])=[O:10])([C:26]([CH3:28])([CH3:27])[CH3:29])([CH3:25])[CH3:24] |f:1.2,4.5|. Procedure details: 182 mg of 35% formalin, 0.1 ml of acetic acid and 121 mg of sodium cyanoborohydride were added to a solution of 0.7 g of ethyl 2-amino-3-t-butyldimethylsilyloxy-3-(2-chloropyridin-3-yl)propionate (prepared as described in Preparation 78) in 4 ml of a 3:2 by volume mixture of methylene chloride and water at 0° C., and the resulting mixture was stirred at 0° C. for 15 minutes. At the end of this time, a saturated aqueous solution of sodium hydrogencarbonate was added to the reaction mixture, after...